Dataset: the Open Reaction Database (ORD), a public repository of structured organic reaction records. Task: describe an organic reaction: reactants, conditions, products, and yield Starting materials: [BH4-], CC(C)(C)[SiH2]OC(C)(C)c1cc(CN)ccc1Cl, CO, CC=O, [Na+]. The product is CCNCc1ccc(Cl)c(C(C)(C)O[SiH2]C(C)(C)C)c1. As a reaction SMILES: [BH4-:22].[C:4]([CH3:5])([CH3:6])([CH3:7])[SiH2:8][O:9][C:10]([c:11]1[cH:12][c:13]([CH2:14][NH2:15])[cH:16][cH:17][c:18]1[Cl:19])([CH3:20])[CH3:21].[CH3:24][OH:25].[CH:1]([CH3:2])=[O:3].[Na+:23]>>[CH2:1]([CH3:2])[NH:15][CH2:14][c:13]1[cH:12][c:11]([C:10]([O:9][SiH2:8][C:4]([CH3:5])([CH3:6])[CH3:7])([CH3:20])[CH3:21])[c:18]([Cl:19])[cH:17][cH:16]1. The reactants are CC(C(=O)C1=CNC2=NC=C(N=C21)C2=CC(=CC=C2)[Si](C)(C)C)(C)C (2,2-Dimethyl-1-[2-(3-trimethylsilanyl-phenyl)-5H-pyrrolo[2,3-b]pyrazin-7-yl]-propan-1-one), solution, C([O-])([O-])=O.[K+].[K+] (potassium carbonate), ICl (iodine monochloride). The solvent is C(Cl)Cl (methylene chloride), C(Cl)Cl (methylene chloride), [Al] (aluminum). Reaction conditions: time 1 hour. Product: IC=1C=C(C=CC1)C=1N=C2C(=NC1)NC=C2C(C(C)(C)C)=O (1-[2-(3-iodo-phenyl)-5H-pyrrolo[2,3-b]pyrazin-7-yl]-2,2,-dimethyl-propan-1-one). Yield: 81.0%. As a reaction SMILES: [CH3:1][C:2]([CH3:25])([CH3:24])[C:3]([C:5]1[C:13]2[C:8](=[N:9][CH:10]=[C:11]([C:14]3[CH:19]=[CH:18][CH:17]=[C:16]([Si](C)(C)C)[CH:15]=3)[N:12]=2)[NH:7][CH:6]=1)=[O:4].C(=O)([O-])[O-].[K+].[K+].[I:32]Cl>C(Cl)Cl.[Al]>[I:32][C:16]1[CH:15]=[C:14]([C:11]2[N:12]=[C:13]3[C:5]([C:3](=[O:4])[C:2]([CH3:25])([CH3:24])[CH3:1])=[CH:6][NH:7][C:8]3=[N:9][CH:10]=2)[CH:19]=[CH:18][CH:17]=1 |f:1.2.3|. Reported procedure: 2,2-Dimethyl-1-[2-(3-trimethylsilanyl-phenyl)-5H-pyrrolo[2,3-b]pyrazin-7-yl]-propan-1-one (250 mg, 0.71 mmol) was suspended in 7 ml of methylene chloride and potassium carbonate (393 mg, 2.8 mmol) was added. The flask was wrapped in aluminum foil and iodine monochloride (2.5 ml of a 1M solution in methylene chloride) was added dropwise. The mixture was stirred in the dark at room temperature for one hour. The reaction was quenched with 10% aqueous sodium thiosulfate, extracted into methylene chl... Starting materials: BrC1=CC2=C(C=3N=C(SC3CCO2)C=2N(N=C(N2)C)C(C)C)C=C1 (8-Bromo-2-(2-isopropyl-5-methyl-2H-[1,2,4]triazol-3-yl)-4,5-dihydro-6-oxa-3-thia-1-aza-benzo[e]azulene), O1C(CCCC1)OCCN1C=NC(=C1)[Sn](CCCC)(CCCC)CCCC (1-(2-(tetrahydro-2H-pyran-2-yloxy)ethyl)-4-(tributylstannyl)-1H-imidazole), O1C(CCCC1)OCCN1C=NC=C1[Sn](CCCC)(CCCC)CCCC (1-(2-(tetrahydro-2H-pyran-2-yloxy)ethyl)-5-(tributylstannyl)-1H-imidazole). The product is C(C)(C)N1N=C(N=C1C=1SC=2CCOC3=C(C2N1)C=CC(=C3)C3=CN=CN3CCO)C (2-{5-[2-(2-Isopropyl-5-methyl-2H-[1,2,4]triazol-3-yl)-4,5-dihydro-6-oxa-3-thia-1-aza-benzo[e]azulen-8-yl]-imidazol-1-yl}-ethanol). RXN SMILES: Br[C:2]1[CH:24]=[CH:23][C:5]2[C:6]3[N:7]=[C:8]([C:14]4[N:15]([CH:20]([CH3:22])[CH3:21])[N:16]=[C:17]([CH3:19])[N:18]=4)[S:9][C:10]=3[CH2:11][CH2:12][O:13][C:4]=2[CH:3]=1.O1CCCCC1[O:31][CH2:32][CH2:33][N:34]1[CH:38]=[C:37]([Sn](CCCC)(CCCC)CCCC)[N:36]=[CH:35]1.O1CCCCC1OCCN1C([Sn](CCCC)(CCCC)CCCC)=CN=C1>>[CH:20]([N:15]1[C:14]([C:8]2[S:9][C:10]3[CH2:11][CH2:12][O:13][C:4]4[CH:3]=[C:2]([C:38]5[N:34]([CH2:33][CH2:32][OH:31])[CH:35]=[N:36][CH:37]=5)[CH:24]=[CH:23][C:5]=4[C:6]=3[N:7]=2)=[N:18][C:17]([CH3:19])=[N:16]1)([CH3:22])[CH3:21]. Procedure: Similar to described in General Procedure G: 8-Bromo-2-(2-isopropyl-5-methyl-2H-[1,2,4]triazol-3-yl)-4,5-dihydro-6-oxa-3-thia-1-aza-benzo[e]azulene was reacted with a mixture of 1-(2-(tetrahydro-2H-pyran-2-yloxy)ethyl)-4-(tributylstannyl)-1H-imidazole and 1-(2-(tetrahydro-2H-pyran-2-yloxy)ethyl)-5-(tributylstannyl)-1H-imidazole to give 441 after THP-removal with aqueous HCl purification by reverse phase HPLC (4.8 mg). LCMS: 437.1. Starting materials: COC1=CC=C(C=C1)[C@@H]1SC2=C(N(C([C@@H]1O)=O)CCN(C)C(=O)OCC1=CC=CC=C1)C=CC(=C2)OCC2=CC=CC=C2 ((±)-cis-2-(4-methoxyphenyl)-3-hydroxy-5-[2-(N-benzyloxycarbonyl-N-methylamino)ethyl]-8-benzyloxy-2,3-dihydro-1,5-benzothiazepin-4(5H)-one), C(C)(=O)OC(C)=O (acetic anhydride). Solvent: N1=CC=CC=C1 (pyridine). Product: COC1=CC=C(C=C1)[C@@H]1SC2=C(N(C([C@@H]1OC(C)=O)=O)CCN(C)C(=O)OCC1=CC=CC=C1)C=CC(=C2)OCC2=CC=CC=C2 ((±)-cis-2-(4-methoxyphenyl)-3-acetoxy-5-[2-(N-benzyloxycarbonyl-N-methylamino)ethyl]-8-benzyloxy-2,3-dihydro-1,5-benzothiazepin-4(5H)-one). As a reaction SMILES: [CH3:1][O:2][C:3]1[CH:8]=[CH:7][C:6]([C@H:9]2[C@@H:15]([OH:16])[C:14](=[O:17])[N:13]([CH2:18][CH2:19][N:20]([C:22]([O:24][CH2:25][C:26]3[CH:31]=[CH:30][CH:29]=[CH:28][CH:27]=3)=[O:23])[CH3:21])[C:12]3[CH:32]=[CH:33][C:34]([O:36][CH2:37][C:38]4[CH:43]=[CH:42][CH:41]=[CH:40][CH:39]=4)=[CH:35][C:11]=3[S:10]2)=[CH:5][CH:4]=1.[C:44](OC(=O)C)(=[O:46])[CH3:45]>N1C=CC=CC=1>[CH3:1][O:2][C:3]1[CH:8]=[CH:7][C:6]([C@H:9]2[C@@H:15]([O:16][C:44](=[O:46])[CH3:45])[C:14](=[O:17])[N:13]([CH2:18][CH2:19][N:20]([C:22]([O:24][CH2:25][C:26]3[CH:31]=[CH:30][CH:29]=[CH:28][CH:27]=3)=[O:23])[CH3:21])[C:12]3[CH:32]=[CH:33][C:34]([O:36][CH2:37][C:38]4[CH:43]=[CH:42][CH:41]=[CH:40][CH:39]=4)=[CH:35][C:11]=3[S:10]2)=[CH:5][CH:4]=1. Procedure: A mixture of 3.75 g of (±)-cis-2-(4-methoxyphenyl)-3-hydroxy-5-[2-(N-benzyloxycarbonyl-N-methylamino)ethyl]-8-benzyloxy-2,3-dihydro-1,5-benzothiazepin-4(5H)-one, 23 ml of acetic anhydride and 8 ml of pyridine is treated in the same manner as described in Example 1-(2). 4.18 g of (±)-cis-2-(4-methoxyphenyl)-3-acetoxy-5-[2-(N-benzyloxycarbonyl-N-methylamino)ethyl]-8-benzyloxy-2,3-dihydro-1,5-benzothiazepin-4(5H)-one are obtained as an oil. Starting materials: solution, Cl (hydrogen chloride), CC(CC(=O)C1=C(C(=C(OCC2=CC=C(CNC(=O)C=3N=CN(C3)C(C3=CC=CC=C3)(C3=CC=CC=C3)C3=CC=CC=C3)C=C2)C=C1)C(F)(F)F)O)(C)C (1-trityl-1H-imidazole-4-carboxylic acid 4-[4-(3,3-dimethyl-butyryl)-3-hydroxy-2-trifluoromethyl-phenoxymethyl]-benzylamide). Solvent: C(C)O (ethanol). Run at temperature 60 celsius, time 1.5 hour. Product: CC(CC(=O)C1=C(C(=C(OCC2=CC=C(CNC(=O)C=3N=CNC3)C=C2)C=C1)C(F)(F)F)O)(C)C (1H-Imidazole-4-carboxylic acid 4-[4-(3,3-dimethyl-butyryl)-3-hydroxy-2-trifluoromethyl-phenoxymethyl]-benzylamide). Yield: 83.5%. As a reaction SMILES: Cl.[CH3:2][C:3]([CH3:55])([CH3:54])[CH2:4][C:5]([C:7]1[CH:48]=[CH:47][C:10]([O:11][CH2:12][C:13]2[CH:46]=[CH:45][C:16]([CH2:17][NH:18][C:19]([C:21]3[N:22]=[CH:23][N:24](C(C4C=CC=CC=4)(C4C=CC=CC=4)C4C=CC=CC=4)[CH:25]=3)=[O:20])=[CH:15][CH:14]=2)=[C:9]([C:49]([F:52])([F:51])[F:50])[C:8]=1[OH:53])=[O:6]>C(O)C>[CH3:2][C:3]([CH3:55])([CH3:54])[CH2:4][C:5]([C:7]1[CH:48]=[CH:47][C:10]([O:11][CH2:12][C:13]2[CH:46]=[CH:45][C:16]([CH2:17][NH:18][C:19]([C:21]3[N:22]=[CH:23][NH:24][CH:25]=3)=[O:20])=[CH:15][CH:14]=2)=[C:9]([C:49]([F:52])([F:51])[F:50])[C:8]=1[OH:53])=[O:6]. Reported procedure: Add a 2.5N solution of hydrogen chloride (10 mL, 25.00 mmol) to 1-trityl-1H-imidazole-4-carboxylic acid 4-[4-(3,3-dimethyl-butyryl)-3-hydroxy-2-trifluoromethyl-phenoxymethyl]-benzylamide (217 mg, 296 μmol) in ethanol (10 mL). Stir the reaction mixture for 1.5 hr at 60° C. Cool the reaction mixture to room temperature and filter the precipitate. To the filtrate add water to precipitate the product. Filter the precipitate and triturate it with ether to remove the remaining trityl impurity. Filter ... The reactants are CN(CCN)C(=O)OC(C)(C)C, C1COCCO1, O=C(NC1CC1)c1cccc2sc(-c3nc(Cl)ncc3Cl)cc12, CCN(C(C)C)C(C)C. Product: CN(CCNc1ncc(Cl)c(-c2cc3c(C(=O)NC4CC4)cccc3s2)n1)C(=O)OC(C)(C)C. Reaction SMILES: [C:24]([CH3:25])([CH3:26])([CH3:27])[O:28][C:29]([N:30]([CH3:31])[CH2:32][CH2:33][NH2:34])=[O:35].[CH2:45]1[O:46][CH2:47][CH2:48][O:49][CH2:50]1.[CH:1]1([NH:4][C:5](=[O:6])[c:7]2[cH:8][cH:9][cH:10][c:11]3[s:12][c:13](-[c:16]4[n:17][c:18]([Cl:23])[n:19][cH:20][c:21]4[Cl:22])[cH:14][c:15]23)[CH2:2][CH2:3]1.[CH:36]([N:37]([CH:38]([CH3:39])[CH3:40])[CH2:41][CH3:42])([CH3:43])[CH3:44]>>[CH:1]1([NH:4][C:5](=[O:6])[c:7]2[cH:8][cH:9][cH:10][c:11]3[s:12][c:13](-[c:16]4[n:17][c:18]([NH:34][CH2:33][CH2:32][N:30]([C:29]([O:28][C:24]([CH3:25])([CH3:26])[CH3:27])=[O:35])[CH3:31])[n:19][cH:20][c:21]4[Cl:22])[cH:14][c:15]23)[CH2:2][CH2:3]1. The product is NC1=NC2=CC=C(C=C2C(=N1)C(=O)N1CC2=CC=CC=C2C1)C(C(=O)OCC)CCC (Ethyl 2-[2-amino-4-(isoindoline-2-carbonyl)quinazolin-6-yl]-pentanoate). Run at time 15 minute. Run in C(C)#N (acetonitrile). Procedure details: 1.4 g of ethyl 2-[4-(tert-butoxycarbonylamino)-3-(2-isoindolin-2-yl-2-oxoacetyl)phenyl]pentanoate are dissolved in 50 ml of acetonitrile under argon. 431 mg of caesium fluoride and 769 μl of bis(trimethylsilyl)carbodiimide are added to the solution. The mixture is stirred at room temperature for 15 min, and 6 ml of hydrochloric acid (1N) are then added, and the mixture is neutralised using bicarbonate. The aqueous phase is washed three times with 100 ml of ethyl acetate each time. The combined o... Starting materials: Cl (hydrochloric acid), C(C)(C)(C)OC(=O)NC1=C(C=C(C=C1)C(C(=O)OCC)CCC)C(C(=O)N1CC2=CC=CC=C2C1)=O (ethyl 2-[4-(tert-butoxycarbonylamino)-3-(2-isoindolin-2-yl-2-oxoacetyl)phenyl]pentanoate), [F-].[Cs+] (caesium fluoride), C[Si](C)(C)N=C=N[Si](C)(C)C (bis(trimethylsilyl)carbodiimide), C([O-])(O)=O (bicarbonate). As a reaction SMILES: C(OC([NH:8][C:9]1[CH:14]=[CH:13][C:12]([CH:15]([CH2:21][CH2:22][CH3:23])[C:16]([O:18][CH2:19][CH3:20])=[O:17])=[CH:11][C:10]=1[C:24](=O)[C:25]([N:27]1[CH2:35][C:34]2[C:29](=[CH:30][CH:31]=[CH:32][CH:33]=2)[CH2:28]1)=[O:26])=O)(C)(C)C.[F-].[Cs+].C[Si]([N:43]=[C:44]=[N:45][Si](C)(C)C)(C)C.Cl.C(=O)(O)[O-]>C(#N)C>[NH2:43][C:44]1[N:45]=[C:24]([C:25]([N:27]2[CH2:28][C:29]3[C:34](=[CH:33][CH:32]=[CH:31][CH:30]=3)[CH2:35]2)=[O:26])[C:10]2[C:9](=[CH:14][CH:13]=[C:12]([CH:15]([CH2:21][CH2:22][CH3:23])[C:16]([O:18][CH2:19][CH3:20])=[O:17])[CH:11]=2)[N:8]=1 |f:1.2|. Product: O=C(Cc1cccc(O)c1)Nc1ccc(Cl)c(Cl)c1. RXN SMILES: [CH3:24][N:25]([CH3:26])[CH2:27][CH2:28][CH2:29][N:30]=[C:31]=[N:32][CH2:33][CH3:34].[ClH:23].[NH2:35][c:36]1[cH:37][cH:38][c:39]([Cl:40])[c:41]([Cl:42])[cH:43]1.[O:44]=[CH:45][N:46]([CH3:47])[CH3:48].[OH2:12].[OH:13][n:14]1[c:15]2[cH:16][cH:17][cH:18][cH:19][c:20]2[n:21][n:22]1.[OH:1][c:2]1[cH:3][c:4]([CH2:8][C:9](=[O:10])[OH:11])[cH:5][cH:6][cH:7]1>>[OH:1][c:2]1[cH:3][c:4]([CH2:8][C:9](=[O:11])[NH:35][c:36]2[cH:37][cH:38][c:39]([Cl:40])[c:41]([Cl:42])[cH:43]2)[cH:5][cH:6][cH:7]1. Reactants: CCN=C=NCCCN(C)C, Cl, Nc1ccc(Cl)c(Cl)c1, CN(C)C=O, O, On1nnc2ccccc21, O=C(O)Cc1cccc(O)c1. Starting materials: CC(O)Cc1ccccc1Br, CC(=O)OC(C)=O, CCOC(C)=O, O, c1ccncc1. Yields the product CC(=O)OC(C)Cc1ccccc1Br. As a reaction SMILES: [Br:8][c:9]1[c:10]([CH2:15][CH:16]([CH3:17])[OH:18])[cH:11][cH:12][cH:13][cH:14]1.[C:1]([CH3:2])(=[O:3])[O:4][C:5](=[O:6])[CH3:7].[CH3:20][CH2:21][O:22][C:23]([CH3:24])=[O:25].[OH2:19].[cH:26]1[cH:27][cH:28][n:29][cH:30][cH:31]1>>[C:1]([CH3:2])(=[O:3])[O:18][CH:16]([CH2:15][c:10]1[c:9]([Br:8])[cH:14][cH:13][cH:12][cH:11]1)[CH3:17]. Starting materials: C(CCCCCCCCC=C)(=O)O (undecylenic acid), C(C1CO1)OCC=C (allyl glycidyl ether). Run in C1(=CC=CC=C1)C (toluene). Conditions: time 45 minute. The product is C(C1CO1)OCC=C.C(CCCCCCCCC=C)(=O)O (Allyl Glycidyl Ether Undecylenic Acid). RXN SMILES: [C:1]([OH:13])(=[O:12])[CH2:2][CH2:3][CH2:4][CH2:5][CH2:6][CH2:7][CH2:8][CH2:9][CH:10]=[CH2:11].[CH2:14]([O:18][CH2:19][CH:20]=[CH2:21])[CH:15]1[O:17][CH2:16]1>C1(C)C=CC=CC=1>[CH2:14]([O:18][CH2:19][CH:20]=[CH2:21])[CH:15]1[O:17][CH2:16]1.[C:1]([OH:13])(=[O:12])[CH2:2][CH2:3][CH2:4][CH2:5][CH2:6][CH2:7][CH2:8][CH2:9][CH:10]=[CH2:11] |f:3.4|. Reported procedure: To a suitable flask are added 165 grams of undecylenic acid, 29 grams of toluene and 2 grams of AMC-2 catalyst (Cordova Chemical Company oil soluble chromium complex). Heat is applied to the flask and when the temperature reaches 90° C., 114 grams of allyl glycidyl ether are added over a 30 minute period while holding the temperature at 90° C. At the completion of the addition, the temperature is held at 90° C. for 3 hours and 45 minutes, at which time the acid value is 0 indicating complete rea...